This data is from the Open Reaction Database (ORD), a public repository of structured organic reaction records. The task is: describe an organic reaction: reactants, conditions, products, and yield Starting materials: C(C1=CC=CC=C1)(C1=CC=C(OCCCCOC2=CC=C(C=C2)C(C2=CC=CC=C2)=NO)C=C1)=NO (1,4-Bis(4-benzoylphenoxy)butane dioxime), [H][H] (hydrogen). Reagents/catalysts: [Ni] (Raney nickel). Run in C(C)O (ethyl alcohol), N (ammonia). The product is NC(C1=CC=CC=C1)C1=CC=C(OCCCCOC2=CC=C(C=C2)C(C2=CC=CC=C2)N)C=C1 (1,4-Bis[4-(alpha-aminobenzyl)phenoxy]butane). As a reaction SMILES: [C:1](=[N:35]O)([C:8]1[CH:34]=[CH:33][C:11]([O:12][CH2:13][CH2:14][CH2:15][CH2:16][O:17][C:18]2[CH:23]=[CH:22][C:21]([C:24](=[N:31]O)[C:25]3[CH:30]=[CH:29][CH:28]=[CH:27][CH:26]=3)=[CH:20][CH:19]=2)=[CH:10][CH:9]=1)[C:2]1[CH:7]=[CH:6][CH:5]=[CH:4][CH:3]=1.[H][H]>C(O)C.N.[Ni]>[NH2:31][CH:24]([C:21]1[CH:22]=[CH:23][C:18]([O:17][CH2:16][CH2:15][CH2:14][CH2:13][O:12][C:11]2[CH:10]=[CH:9][C:8]([CH:1]([NH2:35])[C:2]3[CH:3]=[CH:4][CH:5]=[CH:6][CH:7]=3)=[CH:34][CH:33]=2)=[CH:19][CH:20]=1)[C:25]1[CH:26]=[CH:27][CH:28]=[CH:29][CH:30]=1. Procedure details: The dioxime from Step 2 (6.3 g) is dissolved in ethyl alcohol saturated with ammonia gas (220 ml) and Raney nickel W-6 (2.3 g) added. The mixture is subjected to 650 psi hydrogen pressure and heated to 90° for twenty-two hours. The catalyst is removed by filtration and the solvent is removed by distillation to yield 4.1 g (69% of theory) of colorless crystals mp 120°-123°. The reactants are [C@H]12CCC([C@H](CC1)N2C)NC(=O)C2=NNC1=CC=CC=C21 (N-(tropan-4-yl)-1H-indazole-3-carboxamide), [H-].[Na+] (sodium hydride), IC(C)C (2-iodopropane). Solvent: CN(C=O)C (dimethylformamide). Reaction conditions: time 1 hour. The product is [C@H]12CCC([C@H](CC1)N2C)NC(=O)C2=NN(C1=CC=CC=C21)C(C)C (N-(Tropan-4-yl)-1-Isopropylindazole-3-Carboxamide). The yield is 77.2%. RXN SMILES: [C@@H:1]12[N:8]([CH3:9])[C@@H:5]([CH2:6][CH2:7]1)[CH:4]([NH:10][C:11]([C:13]1[C:21]3[C:16](=[CH:17][CH:18]=[CH:19][CH:20]=3)[NH:15][N:14]=1)=[O:12])[CH2:3][CH2:2]2.[H-].[Na+].I[CH:25]([CH3:27])[CH3:26]>CN(C)C=O>[C@@H:1]12[N:8]([CH3:9])[C@@H:5]([CH2:6][CH2:7]1)[CH:4]([NH:10][C:11]([C:13]1[C:21]3[C:16](=[CH:17][CH:18]=[CH:19][CH:20]=3)[N:15]([CH:25]([CH3:27])[CH3:26])[N:14]=1)=[O:12])[CH2:3][CH2:2]2 |f:1.2|. Procedure: To a solution of N-(tropan-4-yl)-1H-indazole-3-carboxamide (2.98 g, 10 mmol) in 75 mL of dimethylformamide under a nitrogen atmosphere was added, in portions, sodium hydride (60% dispersion in mineral oil, 420 mg, 10 mmol). The resulting solution was allowed to stir for about 1 hour at room temperature before adding 2-iodopropane (1.2 mL, 12 mmol). This resulting solution was allowed to stir at room temperature for about 18 hours. The dimethylformamide was evaporated under reduced pressure and t... The reactants are CC(C)(C)O, CC(C)c1c(C=O)c2cnc(Cl)cc2n1Cc1ccccc1, CC=C(C)C, [O-][Cl+][O-], [Na+], O. Product: CC(C)c1c(C(=O)O)c2cnc(Cl)cc2n1Cc1ccccc1. RXN SMILES: [C:27]([OH:28])([CH3:29])([CH3:30])[CH3:31].[CH2:1]([c:2]1[cH:3][cH:4][cH:5][cH:6][cH:7]1)[n:8]1[c:9]([CH:20]([CH3:21])[CH3:22])[c:10]([CH:18]=[O:19])[c:11]2[cH:12][n:13][c:14]([Cl:17])[cH:15][c:16]12.[CH3:32][C:33](=[CH:34][CH3:35])[CH3:36].[Cl+:23]([O-:24])[O-:25].[Na+:26].[OH2:37]>>[CH2:1]([c:2]1[cH:3][cH:4][cH:5][cH:6][cH:7]1)[n:8]1[c:9]([CH:20]([CH3:21])[CH3:22])[c:10]([C:18](=[O:19])[OH:24])[c:11]2[cH:12][n:13][c:14]([Cl:17])[cH:15][c:16]12. Reactants: Cl.ClCCN1CCC(CC1)(C(=O)OCC)CCCC1=C(C=NC2=CC=CC=C12)F (ethyl 1-(2-chloroethyl)-4-[3-(3-fluoroquinolin-4-yl)propyl]piperidine-4-carboxylate monohydrochloride), S1C(=CC=C1)S (thiophene-2-thiol), C([O-])([O-])=O.[K+].[K+] (potassium carbonate), [I-].[K+] (potassium iodide). Run in C(C)#N (acetonitrile). Reaction conditions: temperature 70 celsius, time 18 hour. Product: FC=1C=NC2=CC=CC=C2C1CCCC1(CCN(CC1)CCSC=1SC=CC1)C(=O)OCC (ethyl 4-[3-(3-fluoroquinolin-4-yl)propyl]-1-[2-(thiophen-2-ylthio)ethyl]piperidine-4-carboxylate). As a reaction SMILES: Cl.Cl[CH2:3][CH2:4][N:5]1[CH2:10][CH2:9][C:8]([CH2:16][CH2:17][CH2:18][C:19]2[C:28]3[C:23](=[CH:24][CH:25]=[CH:26][CH:27]=3)[N:22]=[CH:21][C:20]=2[F:29])([C:11]([O:13][CH2:14][CH3:15])=[O:12])[CH2:7][CH2:6]1.[S:30]1[CH:34]=[CH:33][CH:32]=[C:31]1[SH:35].C(=O)([O-])[O-].[K+].[K+].[I-].[K+]>C(#N)C>[F:29][C:20]1[CH:21]=[N:22][C:23]2[C:28]([C:19]=1[CH2:18][CH2:17][CH2:16][C:8]1([C:11]([O:13][CH2:14][CH3:15])=[O:12])[CH2:9][CH2:10][N:5]([CH2:4][CH2:3][S:35][C:31]3[S:30][CH:34]=[CH:33][CH:32]=3)[CH2:6][CH2:7]1)=[CH:27][CH:26]=[CH:25][CH:24]=2 |f:0.1,3.4.5,6.7|. Procedure: A mixture of 1.8 g of ethyl 1-(2-chloroethyl)-4-[3-(3-fluoroquinolin-4-yl)propyl]piperidine-4-carboxylate monohydrochloride, 0.48 cm3 of thiophene-2-thiol, 2.8 g of potassium carbonate and 0.75 g of potassium iodide in 200 cm3 of anhydrous acetonitrile was stirred under an inert atmosphere for 18 hours at a temperature in the region of 70° C. After cooling to about 20° C., the suspension was filtered, washed with 3 times 30 cm3 of acetonitrile and the filtrate was then concentrated to dryness un... The reactants are CC(=O)[O-], ClCC1CN2CCOCC2CO1, [K+], CN(C)C=O. Yields the product CC(=O)OCC1CN2CCOCC2CO1. As a reaction SMILES: [CH3:14][C:15]([O-:16])=[O:17].[Cl:1][CH2:2][CH:3]1[CH2:4][N:5]2[CH:6]([CH2:7][O:8][CH2:9][CH2:10]2)[CH2:11][O:12]1.[K+:13].[O:18]=[CH:19][N:20]([CH3:21])[CH3:22]>>[CH2:2]([CH:3]1[CH2:4][N:5]2[CH:6]([CH2:7][O:8][CH2:9][CH2:10]2)[CH2:11][O:12]1)[O:17][C:15]([CH3:14])=[O:16]. The reactants are [Cl-].[Ca+2].[Cl-] (calcium chloride), C(C)(=O)OCC (ethyl acetate), [BH4-].[Na+] (sodium tetrahydroborate), CC1(O[C@@H]2[C@H](O1)[C@H](OC2O)C)C ((3aR,6R,6aR)-2,2,6-trimethyltetrahydro-2H-furo(3,4-d)(1,3)dioxol-4-ol). The solvent is C(C)O (ethanol), O (water), C(C)O (ethanol), O1CCCC1 (tetrahydrofuran). Conditions: time 4 hour. The product is OC[C@H]1[C@H](OC(O1)(C)C)[C@@H](C)O ((1R)-1-((4R,5S)-5-(hydroxymethyl)-2,2-dimethyl-1,3-dioxolane-4-yl)ethan-1-ol). The yield is 60.0%. Reaction SMILES: [BH4-].[Na+].[CH3:3][C:4]1([CH3:14])[O:8][C@@H:7]2[C@@H:9]([CH3:13])[O:10][CH:11]([OH:12])[C@@H:6]2[O:5]1.[Cl-].[Ca+2].[Cl-].C(OCC)(=O)C>C(O)C.O1CCCC1.O>[OH:12][CH2:11][C@@H:6]1[O:5][C:4]([CH3:14])([CH3:3])[O:8][C@@H:7]1[C@H:9]([OH:10])[CH3:13] |f:0.1,3.4.5|. Reported procedure: 4.0 g of sodium tetrahydroborate was added to a solution of 12.2 g of (3aR,6R,6aR)-2,2,6-trimethyltetrahydro-2H-furo(3,4-d)(1,3)dioxol-4-ol in 10 mL of ethanol and 120 mL of tetrahydrofuran in a nitrogen atmosphere at a temperature of 5° C. to 10° C., and thereafter, a solution of 10.3 g of calcium chloride in 50 mL of ethanol was added dropwise to the mixture. The obtained mixture was stirred at room temperature for 4 hours. Thereafter, 200 mL of ethyl acetate and 300 mL of water were added to ... Starting materials: Cl (hydrochloric acid), ClC=1C=C(CN2CCC(CC2)NC(CSC=2SC=C(N2)C2=NC(=CC=C2)C(=O)OC)=O)C=CC1Cl (N-[1-(3,4-Dichlorobenzyl)piperidin-4-yl]-[4-(6-methoxycarbonylpyridin-2-yl)thiazol-2-ylthio]acetamide), CO (methanol), [OH-].[Na+] (sodium hydroxide). The solvent is [Cl-].[Na+].O (brine), O1CCCC1 (tetrahydrofuran). Conditions: time 5 hour. The product is ClC=1C=C(CN2CCC(CC2)NC(CSC=2SC=C(N2)C2=NC(=CC=C2)C(=O)O)=O)C=CC1Cl (N-[1-(3,4-dichlorobenzyl)piperidin-4-yl]-[4-(6-carboxypyridin-2-yl)thiazol-2-ylthio]acetamide). Isolated yield 97.6%. Reaction SMILES: [Cl:1][C:2]1[CH:3]=[C:4]([CH:32]=[CH:33][C:34]=1[Cl:35])[CH2:5][N:6]1[CH2:11][CH2:10][CH:9]([NH:12][C:13](=[O:31])[CH2:14][S:15][C:16]2[S:17][CH:18]=[C:19]([C:21]3[CH:26]=[CH:25][CH:24]=[C:23]([C:27]([O:29]C)=[O:28])[N:22]=3)[N:20]=2)[CH2:8][CH2:7]1.CO.[OH-].[Na+].Cl>[Cl-].[Na+].O.O1CCCC1>[Cl:1][C:2]1[CH:3]=[C:4]([CH:32]=[CH:33][C:34]=1[Cl:35])[CH2:5][N:6]1[CH2:11][CH2:10][CH:9]([NH:12][C:13](=[O:31])[CH2:14][S:15][C:16]2[S:17][CH:18]=[C:19]([C:21]3[CH:26]=[CH:25][CH:24]=[C:23]([C:27]([OH:29])=[O:28])[N:22]=3)[N:20]=2)[CH2:8][CH2:7]1 |f:2.3,5.6.7|. Procedure details: N-[1-(3,4-Dichlorobenzyl)piperidin-4-yl]-[4-(6-methoxycarbonylpyridin-2-yl)thiazol-2-ylthio]acetamide (330 mg) was suspended in a mixed solvent of methanol (5 mL), tetrahydrofuran (5 mL) and 1 mol/L aqueous sodium hydroxide solution (1.2 mL), and the suspension was stirred at room temperature for 5 hrs. The reaction mixture was neutralized by adding 1 mol/L hydrochloric acid, and saturated brine was added. The mixture was extracted with chloroform, and the extract was dried. Then, the solvent wa... Reactants: CN1CCNCC1, Cc1ccccc1, N#Cc1cnn2c1N(C(=O)CCl)CC=C2c1cccc(C(F)(F)F)c1, [Na+], [Na+], [Na+], O=C([O-])[O-], [OH-]. Product: CN1CCN(CC(=O)N2CC=C(c3cccc(C(F)(F)F)c3)n3ncc(C#N)c32)CC1. RXN SMILES: [CH3:1][N:2]1[CH2:3][CH2:4][NH:5][CH2:6][CH2:7]1.[CH3:41][c:42]1[cH:43][cH:44][cH:45][cH:46][cH:47]1.[Cl:8][CH2:9][C:10](=[O:11])[N:12]1[c:13]2[n:14]([n:28][cH:29][c:30]2[C:31]#[N:32])[C:15]([c:18]2[cH:19][c:20]([C:24]([F:25])([F:26])[F:27])[cH:21][cH:22][cH:23]2)=[CH:16][CH2:17]1.[Na+:33].[Na+:34].[Na+:40].[O-:35][C:36](=[O:37])[O-:38].[OH-:39]>>[CH3:1][N:2]1[CH2:3][CH2:4][N:5]([CH2:9][C:10](=[O:11])[N:12]2[c:13]3[n:14]([n:28][cH:29][c:30]3[C:31]#[N:32])[C:15]([c:18]3[cH:19][c:20]([C:24]([F:25])([F:26])[F:27])[cH:21][cH:22][cH:23]3)=[CH:16][CH2:17]2)[CH2:6][CH2:7]1. Starting materials: COC=1C=C(OCCCC(=O)OCC)C=C(C1OC)OC (Ethyl 4-(3,4,5-trimethoxyphenoxy)butanoate), Cl (hydrochloric acid). The solvent is C(C)O (ethanol), [OH-].[Na+] (sodium hydroxide). Yields the product COC=1C=C(OCCCC(=O)O)C=C(C1OC)OC (4-(3,4,5-Trimethoxyphenoxy)butanoic acid). RXN SMILES: [CH3:1][O:2][C:3]1[CH:4]=[C:5]([CH:15]=[C:16]([O:20][CH3:21])[C:17]=1[O:18][CH3:19])[O:6][CH2:7][CH2:8][CH2:9][C:10]([O:12]CC)=[O:11].Cl>C(O)C.[OH-].[Na+]>[CH3:1][O:2][C:3]1[CH:4]=[C:5]([CH:15]=[C:16]([O:20][CH3:21])[C:17]=1[O:18][CH3:19])[O:6][CH2:7][CH2:8][CH2:9][C:10]([OH:12])=[O:11] |f:3.4|. Reported procedure: 7 g of the compound obtained in Step A are stirred at room temperature for 72 hours in a mixture of 100 ml of ethanol and 100 ml of 1M aqueous sodium hydroxide solution. Having been rendered acidic by 100 ml of 1M hydrochloric acid, the reaction mixture is extracted with dichloromethane. The organic fractions are dried over sodium sulphate and evaporated under reduced pressure, enabling the expected product to be isolated.